This data is from the Open Reaction Database (ORD), a public repository of structured organic reaction records. The task is: describe an organic reaction: reactants, conditions, products, and yield The reactants are C(C)(C)N(C(C)C)CC (N,N-diisopropylethylamine), ClC=1C=CC(=C(C#N)C1)N1CC2=C(N=CN=C2Cl)CC1 (5-chloro-2-(4-chloro-7,8-dihydropyrido[4,3-d]pyrimidin-6(5H)-yl)benzonitrile), N[C@H](CO)C=1C=NC(=CC1)C(F)(F)F ((S)-2-amino-2-(6-(trifluoromethyl)pyridin-3-yl)ethanol), Intermediate 10. Solvent: C(C)#N (acetonitrile). Yields the product ClC=1C=CC(=C(C#N)C1)N1CC2=C(N=CN=C2N[C@H](CO)C=2C=NC(=CC2)C(F)(F)F)CC1 (5-Chloro-2-{4-[(S)-2-hydroxy-1-(6-trifluoromethyl-pyridin-3-yl)-ethylamino]-7,8-dihydro-5H-pyrido[4,3-d]pyrimidin-6-yl}-benzonitrile). Isolated yield 18.9%. As a reaction SMILES: [Cl:1][C:2]1[CH:3]=[CH:4][C:5]([N:10]2[CH2:20][CH2:19][C:13]3[N:14]=[CH:15][N:16]=[C:17](Cl)[C:12]=3[CH2:11]2)=[C:6]([CH:9]=1)[C:7]#[N:8].[NH2:21][C@@H:22]([C:25]1[CH:26]=[N:27][C:28]([C:31]([F:34])([F:33])[F:32])=[CH:29][CH:30]=1)[CH2:23][OH:24].C(N(CC)C(C)C)(C)C>C(#N)C>[Cl:1][C:2]1[CH:3]=[CH:4][C:5]([N:10]2[CH2:20][CH2:19][C:13]3[N:14]=[CH:15][N:16]=[C:17]([NH:21][C@@H:22]([C:25]4[CH:26]=[N:27][C:28]([C:31]([F:34])([F:32])[F:33])=[CH:29][CH:30]=4)[CH2:23][OH:24])[C:12]=3[CH2:11]2)=[C:6]([CH:9]=1)[C:7]#[N:8]. Reported procedure: A reaction mixture of 5-chloro-2-(4-chloro-7,8-dihydropyrido[4,3-d]pyrimidin-6(5H)-yl)benzonitrile (150 mg, 0.49 mmol) and (S)-2-amino-2-(6-(trifluoromethyl)pyridin-3-yl)ethanol (150 mg, 0.74 mmol) (prepared similarly according to the method for Intermediate 10) in acetonitrile (3 mL) and N,N-diisopropylethylamine (170 μL, 0.98 mmol) was subjected to microwave irradiation at 180° C. for 4 h. The reaction mixture was concentrated and the residue was purified by silica gel column (100% EtOAc and t...